From a dataset of the Open Reaction Database (ORD), a public repository of structured organic reaction records. describe an organic reaction: reactants, conditions, products, and yield The product is ClC1=C(C(=O)NCC23CC4CC(CC(C2)C4)C3)C=C(C=C1)S(=O)C (2-Chloro-5-methylsulphinyl-N-(tricyclo[3.3.1.13,7]dec-1-ylmethyl)-benzamide). Reported procedure: A solution of amide from Example 38 (0.2 g) in chloroform (5 ml) was treated with 70% m chloroperbenzoic acid (0.14 g). The reaction mixture was stirred for two days. calcium hydroxide (0.09 g) added and after stirring for a further 0.5 h the mixture was filtered. The filtrate was concentrated under reduced pressure to yield the sub-title product as a white solid (0.23 g). Solvent: C(Cl)(Cl)Cl (chloroform). Reaction conditions: time 2 day. The reactants are ClC1=C(C(=O)NCC23CC4CC(CC(C2)C4)C3)C=C(C=C1)SC (2-Chloro-5-methylthio-N-(tricyclo[3.3.1.13,7]dec-1-ylmethyl)-benzamide), ClC1=CC=CC=C1C(=O)OO (chloroperbenzoic acid), [OH-].[Ca+2].[OH-] (calcium hydroxide). The yield is 110.0%. As a reaction SMILES: [Cl:1][C:2]1[CH:21]=[CH:20][C:19]([S:22][CH3:23])=[CH:18][C:3]=1[C:4]([NH:6][CH2:7][C:8]12[CH2:17][CH:12]3[CH2:13][CH:14]([CH2:16][CH:10]([CH2:11]3)[CH2:9]1)[CH2:15]2)=[O:5].ClC1C(C(OO)=[O:32])=CC=CC=1.[OH-].[Ca+2].[OH-]>C(Cl)(Cl)Cl>[Cl:1][C:2]1[CH:21]=[CH:20][C:19]([S:22]([CH3:23])=[O:32])=[CH:18][C:3]=1[C:4]([NH:6][CH2:7][C:8]12[CH2:17][CH:12]3[CH2:11][CH:10]([CH2:16][CH:14]([CH2:13]3)[CH2:15]1)[CH2:9]2)=[O:5] |f:2.3.4|. Reactants: Cc1ccc(CC(=O)O)cc1, CC(C)NC(C)C. Reagents/catalysts: [B-](F)(F)(F)F.CN(C)C(=[N+](C)C)ON1C2=C(C=CC(=C2)Cl)N=N1 (TCTU), CCN(C(C)C)C(C)C (DIPEA). Run in CN(C)C=O (DMF), CN(C)C=O (DMF), CN(C)C=O (DMF), CN(C)C=O (DMF), CN(C)C=O (DMF), CN(C)C=O (DMF). Conditions: temperature 25 celsius, time 2 hour. Yields the product Cc1ccc(CC(=O)N(C(C)C)C(C)C)cc1. Isolated yield 41.9%. RXN SMILES: CC(C)NC(C)C.Cc1ccc(CC(=O)O)cc1.[B-](F)(F)(F)F.CN(C)C(=[N+](C)C)ON1C2=C(C=CC(=C2)Cl)N=N1.CCN(C(C)C)C(C)C.CN(C)C=O>>Cc1ccc(CC(=O)N(C(C)C)C(C)C)cc1. The reactants are C1(=CC=CC=C1)P(C1=CC=CC=C1)C1=CC=CC=C1 (triphenylphosphine), N(=NC(=O)OCC)C(=O)OCC (diethyl azodicarboxylate), COC([C@@H](NC(C1=C(C=C(C=C1)CO)C1=CC=CC=C1)=O)CCSC)=O (4-(Hydroxymethyl)-2-phenylbenzoyl methionine methyl ester), N=[N+]=[N-] (hydrazoic acid), C1=CC=CC=C1 (benzene). Solvent: O1CCCC1 (tetrahydrofuran), O1CCCC1 (THF). Yields the product COC([C@@H](NC(C1=C(C=C(C=C1)CN=[N+]=[N-])C1=CC=CC=C1)=O)CCSC)=O (4-(Azidomethyl)-2-phenylbenzoyl methionine methyl ester). RXN SMILES: C1(P(C2C=CC=CC=2)C2C=CC=CC=2)C=CC=CC=1.N(C(OCC)=O)=NC(OCC)=O.[NH:32]=[N+:33]=[N-:34].C1C=CC=CC=1.[CH3:41][O:42][C:43](=[O:66])[C@H:44]([CH2:62][CH2:63][S:64][CH3:65])[NH:45][C:46](=[O:61])[C:47]1[CH:52]=[CH:51][C:50]([CH2:53]O)=[CH:49][C:48]=1[C:55]1[CH:60]=[CH:59][CH:58]=[CH:57][CH:56]=1>O1CCCC1>[CH3:41][O:42][C:43](=[O:66])[C@H:44]([CH2:62][CH2:63][S:64][CH3:65])[NH:45][C:46](=[O:61])[C:47]1[CH:52]=[CH:51][C:50]([CH2:53][N:32]=[N+:33]=[N-:34])=[CH:49][C:48]=1[C:55]1[CH:60]=[CH:59][CH:58]=[CH:57][CH:56]=1. Reported procedure: To triphenylphosphine (1.0 equivalent) in tetrahydrofuran (THF) at −78° C. is added diethyl azodicarboxylate (1.0 equivalent) in THF. To this mixture is added a solution of hydrazoic acid in benzene (2.0 equivalents) and then the resultant compound from Example 16D (1.0 equivalent). After one hour the mixture was warmed to room temperature, stirred until the reaction is judged complete by TLC analysis, evaporated and chromatographed on silica gel to afford the title product. Starting materials: ClC1=CC=C2C(=NN(C2=C1)C)C1=CN=C2C(=N1)C(=CN2)C(=O)O (2-(6-chloro-1-methyl-1H-indazol-3-yl)-5H-pyrrolo[3,2-b]pyrazine-7-carboxylic acid), NC=1C=C(C#N)C=CC1 (3-aminobenzonitrile), CCN=C=NCCCN(C)C (EDCI), O (water). The reagents and catalysts are CN(C)C=1C=CN=CC1 (DMAP). Run in CN(C)C=O (DMF). Run at time 16 hour. The product is ClC1=CC=C2C(=NN(C2=C1)C)C1=CN=C2C(=N1)C(=CN2)C(=O)NC2=CC(=CC=C2)C#N (2-(6-chloro-1-methyl-1H-indazol-3-yl)-N-(3-cyanophenyl)-5H-pyrrolo[3,2-b]pyrazine-7-carboxamide). The yield is 20.3%. As a reaction SMILES: [Cl:1][C:2]1[CH:10]=[C:9]2[C:5]([C:6]([C:12]3[N:17]=[C:16]4[C:18]([C:21](O)=[O:22])=[CH:19][NH:20][C:15]4=[N:14][CH:13]=3)=[N:7][N:8]2[CH3:11])=[CH:4][CH:3]=1.[NH2:24][C:25]1[CH:26]=[C:27]([CH:30]=[CH:31][CH:32]=1)[C:28]#[N:29].CCN=C=NCCCN(C)C.O>CN(C1C=CN=CC=1)C.CN(C=O)C>[Cl:1][C:2]1[CH:10]=[C:9]2[C:5]([C:6]([C:12]3[N:17]=[C:16]4[C:18]([C:21]([NH:24][C:25]5[CH:32]=[CH:31][CH:30]=[C:27]([C:28]#[N:29])[CH:26]=5)=[O:22])=[CH:19][NH:20][C:15]4=[N:14][CH:13]=3)=[N:7][N:8]2[CH3:11])=[CH:4][CH:3]=1. Procedure: A mixture of 2-(6-chloro-1-methyl-1H-indazol-3-yl)-5H-pyrrolo[3,2-b]pyrazine-7-carboxylic acid (70 mg, 0.23 mmol), 3-aminobenzonitrile (41 mg, 0.344 mmol), EDCI (88 mg, 0.46 mmol) and DMAP (56 mg, 0.46 mmol) in DMF (5 mL) was stirred at room temperature for 16 hours. Then the mixture was poured into water (5 mL) and filtered to give a crude product. The crude product was triturated with DMSO and MeOH, then decanted and dried to give 2-(6-chloro-1-methyl-1H-indazol-3-yl)-N-(3-cyanophenyl)-5H-pyrr... Starting materials: [OH-].[K+] (potassium hydroxide), C(CCCCC(C)C)[Si](OC)(OC)OC (isooctyltrimethoxysilane), CC(C[Si](OC)(OC)OC)CC(C)(C)C (2,4,4-trimethyl-1-pentyltrimethoxysilane), hydrocarbon. Run in O (water), O (water), O (water). Yields the product C(CCCCC(C)C)[Si](OC)(OC)OC.[OH-].[K+] (isooctyltrimethoxysilane KOH). Reaction SMILES: [CH2:1]([Si:9]([O:14][CH3:15])([O:12][CH3:13])[O:10][CH3:11])[CH2:2][CH2:3][CH2:4][CH2:5][CH:6]([CH3:8])[CH3:7].CC(CC(C)(C)C)C[Si](OC)(OC)[O:20]C.[OH-].[K+:32]>O>[CH2:1]([Si:9]([O:14][CH3:15])([O:10][CH3:11])[O:12][CH3:13])[CH2:2][CH2:3][CH2:4][CH2:5][CH:6]([CH3:8])[CH3:7].[OH-:20].[K+:32] |f:2.3,5.6.7|. Procedure details: A 500 ml 5-neck round-bottom flask rendered inert with nitrogen and equipped with paddle stirrer, dropping funnel, thermometer, and water separator with reflux condenser is charged with 60 g (0.25 mol) of isooctyltrimethoxysilane (=2,4,4-trimethyl-1-pentyltrimethoxysilane, available commercially from Wacker Chemie AG as SILRES® BS 1316), and 55.7 g of Isopar E (isoparaffinic hydrocarbon mixture with a boiling range of 113-143° C., available commercially from ExxonMobil). With stirring 27.8 g of ...